describe an organic reaction: reactants, conditions, products, and yield From a dataset of the Open Reaction Database (ORD), a public repository of structured organic reaction records. Starting materials: CC1=NOC(=N1)C1=C(C(=O)N[C@@H]2[C@H](CCC2)NC2=NC=C(C=C2)C(F)(F)F)C=CC=C1 (2-(3-Methyl-1,2,4-oxadiazol-5-yl)-N-[(1S,2S)-2-{[5-(trifluoromethyl)pyridin-2-yl]amino}cyclopentyl]benzamide), Cl.FC(C=1C=CC(=NC1)N[C@@H]1[C@H](CCC1)N)(F)F ((1S,2S)-1-N-[5-(trifluoromethyl)pyridin-2-yl]cyclopentane-1,2-diamine hydrochloride), N1=C(N=CC=C1)C1=C(C(=O)O)C=CC=C1 (2-(pyrimidin-2-yl)benzoic acid), Cl.FC(C=1C=CC(=NC1)N[C@@H]1[C@H](CCC1)N)(F)F ((1S,2S)-1-N-[5-(trifluoromethyl)pyridin-2-yl]cyclopentane-1,2-diamine hydrochloride). Yields the product N1=C(N=CC=C1)C1=C(C(=O)N[C@@H]2[C@H](CCC2)NC2=NC=C(C=C2)C(F)(F)F)C=CC=C1 (2-(Pyrimidin-2-yl)-N-[(1S,2S)-2-{[5-(trifluoromethyl)pyridin-2-yl]amino}cyclopentyl]benzamide). As a reaction SMILES: [CH3:1][C:2]1[N:6]=[C:5]([C:7]2[CH:31]=[CH:30][CH:29]=[CH:28][C:8]=2[C:9]([NH:11][C@H:12]2[CH2:16][CH2:15][CH2:14][C@@H:13]2[NH:17][C:18]2[CH:23]=[CH:22][C:21]([C:24]([F:27])([F:26])[F:25])=[CH:20][N:19]=2)=[O:10])ON=1.[N:32]1C=CC=N[C:33]=1C1C=CC=CC=1C(O)=O.Cl.FC(F)(F)C1C=CC(N[C@H]2CCC[C@@H]2N)=NC=1>>[N:6]1[CH:2]=[CH:1][CH:33]=[N:32][C:5]=1[C:7]1[CH:31]=[CH:30][CH:29]=[CH:28][C:8]=1[C:9]([NH:11][C@H:12]1[CH2:16][CH2:15][CH2:14][C@@H:13]1[NH:17][C:18]1[CH:23]=[CH:22][C:21]([C:24]([F:27])([F:26])[F:25])=[CH:20][N:19]=1)=[O:10] |f:2.3|. Procedure details: Prepared according to the procedure for 2-(3-methyl-1,2,4-oxadiazol-5-yl)-N-[(1S,2S)-2-{[5-(trifluoromethyl)pyridin-2-yl]amino}cyclopentyl]benzamide (Example 8) from 2-(pyrimidin-2-yl)benzoic acid (CAS number 400892-62-8; 56 mg, 0.28 mmol) and (1S,2S)-1-N-[5-(trifluoromethyl)pyridin-2-yl]cyclopentane-1,2-diamine hydrochloride (Intermediate 1; 72 mg, 0.26 mmol) to afford the title compound. Starting materials: FC1=C(C=CC=C1C(F)(F)F)C1(CCN(CC1)CCC)O (4-[2-fluoro-3-(trifluoromethyl)phenyl]-1-propylpiperidin-4-ol), [OH-].[Na+] (sodium hydroxide). Solvent: FC(C(=O)O)(F)F (trifluoroacetic acid). The product is FC1=C(C=CC=C1C(F)(F)F)C=1CCN(CC1)CCC (4-[2-FLUORO-3-(TRIFLUOROMETHYL)PHENYL]-1-PROPYL-1,2,3,6-TETRAHYDROPYRIDINE). The yield is 75.0%. RXN SMILES: [F:1][C:2]1[C:7]([C:8]([F:11])([F:10])[F:9])=[CH:6][CH:5]=[CH:4][C:3]=1[C:12]1(O)[CH2:17][CH2:16][N:15]([CH2:18][CH2:19][CH3:20])[CH2:14][CH2:13]1.[OH-].[Na+]>FC(F)(F)C(O)=O>[F:1][C:2]1[C:7]([C:8]([F:9])([F:10])[F:11])=[CH:6][CH:5]=[CH:4][C:3]=1[C:12]1[CH2:17][CH2:16][N:15]([CH2:18][CH2:19][CH3:20])[CH2:14][CH:13]=1 |f:1.2|. Procedure: A solution of 4-[2-fluoro-3-(trifluoromethyl)phenyl]-1-propylpiperidin-4-ol (8.0 g, 26 mmol) in trifluoroacetic acid (80 ml) was heated at reflux for 20 h. The mixture was poured on to ice and was basified with 10 M sodium hydroxide. The mixture was extracted with ethylacetate (3×100 ml) and the combined organic phases was dried (MgSO4), filtered and evaporated to dryness. The residue was purified by flash column chromatography (ethylacetate/methanol, 1:1) to give the title compound (5.6 g). MS ... Procedure: To a 0° C. solution of methyl 5-amino-2-methylbenzoate (6.25 g, 37.8 mmol) in H2SO4 (10 mL) and H2O (160 mL) was added NaNO2 (aq., 3.78 N, 10 mL). The resulting mixture was stirred at 0° C. for 10 minutes. After 10 minutes, the mixture was added to a refluxing solution of CuSO4 (1 N, 100 mL) and refluxed for 1 hour. The mixture was cooled to room temperature and extracted with CH2Cl2 (2×200 mL). The organic layers were washed with H2O (50 mL) and brine (50 mL), dried over Na2SO4 and concentrated... The reactants are NC=1C=CC(=C(C(=O)OC)C1)C (methyl 5-amino-2-methylbenzoate), N(=O)[O-].[Na+] (NaNO2). As a reaction SMILES: N[C:2]1[CH:3]=[CH:4][C:5]([CH3:12])=[C:6]([CH:11]=1)[C:7]([O:9][CH3:10])=[O:8].N([O-])=[O:14].[Na+]>OS(O)(=O)=O.O.[O-]S([O-])(=O)=O.[Cu+2]>[OH:14][C:2]1[CH:3]=[CH:4][C:5]([CH3:12])=[C:6]([CH:11]=1)[C:7]([O:9][CH3:10])=[O:8] |f:1.2,5.6|. Reaction conditions: temperature 0 celsius, time 10 minute. Yield: 67.0%. The solvent is OS(=O)(=O)O (H2SO4), O (H2O). Product: OC=1C=CC(=C(C(=O)OC)C1)C (methyl 5-hydroxy-2-methylbenzoate). The reagents and catalysts are [O-]S(=O)(=O)[O-].[Cu+2] (CuSO4). Reported procedure: To a solution of (S)-proline (25 g:0.22 mole) and sodium hydroxide (8.7 g:0.22 mole) in 150 ml of water was slowly added a solution of benzylchloroformate (43.5 g:0.26 mole) and sodium hydroxide (11.6 g:0.29 mole) in 75 ml of water with stirring under cooling on ice over 30 minutes, followed by continuing the stirring at the same temperature for 15 minutes. From the reaction mixture, excess benzylchloroformate was removed by extraction with 150 ml of chloroform. The aqueous layer was acidified w... Yields the product C(=O)(OCC1=CC=CC=C1)N1[C@@H](CCC1)C(=O)O ((S)-1-carbobenzoxypyrrolidine-2-carboxylic acid). Reactants: N1[C@H](C(=O)O)CCC1 ((S)-proline), [OH-].[Na+] (sodium hydroxide), C(C1=CC=CC=C1)OC(=O)Cl (benzylchloroformate), [OH-].[Na+] (sodium hydroxide). The solvent is O (water), O (water). The yield is 95.2%. Reaction SMILES: [NH:1]1[CH2:8][CH2:7][CH2:6][C@H:2]1[C:3]([OH:5])=[O:4].[OH-].[Na+].[CH2:11]([O:18][C:19](Cl)=[O:20])[C:12]1[CH:17]=[CH:16][CH:15]=[CH:14][CH:13]=1>O>[C:19]([N:1]1[CH2:8][CH2:7][CH2:6][C@H:2]1[C:3]([OH:5])=[O:4])([O:18][CH2:11][C:12]1[CH:17]=[CH:16][CH:15]=[CH:14][CH:13]=1)=[O:20] |f:1.2|. The reactants are CCCCC, c1ccc(C(c2ccccc2)C2CC3OC3CO2)cc1, OC1CCC(C(c2ccccc2)c2ccccc2)OC1. Product: OC1CCC(C(c2ccccc2)c2ccccc2)OC1. RXN SMILES: [CH3:41][CH2:42][CH2:43][CH2:44][CH3:45].[CH:1]([c:2]1[cH:3][cH:4][cH:5][cH:6][cH:7]1)([c:8]1[cH:9][cH:10][cH:11][cH:12][cH:13]1)[CH:14]1[O:15][CH2:16][CH:17]2[O:18][CH:19]2[CH2:20]1.[CH:21]([CH:22]1[O:23][CH2:24][CH:25]([OH:26])[CH2:27][CH2:28]1)([c:29]1[cH:30][cH:31][cH:32][cH:33][cH:34]1)[c:35]1[cH:36][cH:37][cH:38][cH:39][cH:40]1>>[CH:1]([c:2]1[cH:3][cH:4][cH:5][cH:6][cH:7]1)([c:8]1[cH:9][cH:10][cH:11][cH:12][cH:13]1)[CH:14]1[O:15][CH2:16][CH:17]([OH:18])[CH2:19][CH2:20]1. Starting materials: C(CCC)C1=NC=C(C(N1CC1=CC=C(C=C1)C1=C(C=CC=C1)C(=O)O)=O)C(=O)OCC (2-butyl-3-(2'-carboxybiphen-4-yl)methyl-5-ethoxycarbonylpyrimidin-4(3H)-one), ester, t-butyl ester. The solvent is FC(C(=O)O)(F)F (trifluoroacetic acid). Product: C(CCC)C1=NC=C(C(N1CC1=CC=C(C=C1)C1=C(C=CC=C1)C(=O)O)=O)C(=O)O (2-n-Butyl-3-(2'-carboxybiphen-4-yl)methyl-5-carboxypyrimidin-4(3H)-one). Reaction SMILES: [CH2:1]([C:5]1[N:10]([CH2:11][C:12]2[CH:17]=[CH:16][C:15]([C:18]3[CH:23]=[CH:22][CH:21]=[CH:20][C:19]=3[C:24]([OH:26])=[O:25])=[CH:14][CH:13]=2)[C:9](=[O:27])[C:8]([C:28]([O:30]CC)=[O:29])=[CH:7][N:6]=1)[CH2:2][CH2:3][CH3:4]>FC(F)(F)C(O)=O>[CH2:1]([C:5]1[N:10]([CH2:11][C:12]2[CH:13]=[CH:14][C:15]([C:18]3[CH:23]=[CH:22][CH:21]=[CH:20][C:19]=3[C:24]([OH:26])=[O:25])=[CH:16][CH:17]=2)[C:9](=[O:27])[C:8]([C:28]([OH:30])=[O:29])=[CH:7][N:6]=1)[CH2:2][CH2:3][CH3:4]. Procedure details: The title compound is prepared from 2-butyl-3-(2'-carboxybiphen-4-yl)methyl-5-ethoxycarbonylpyrimidin-4(3H)-one similarly to that in Example 9 by ester hydrolysis. The t-butyl ester is hydrolyzed in neat trifluoroacetic acid to give the title compound. Reactants: FC1=C(C=CC(=C1)F)C([C@H](C)OS(=O)(=O)C(F)(F)F)=O ((2S)-2',4'-difluoro-2-trifluoromethanesulfonyloxypropiophenone), FC(COC1=CC=C(C=C1)N1C(NC=C1)=O)(C(F)F)F (1-[4-(2,2,3,3-Tetrafluoropropoxy)phenyl]-2(1H,3H)-imidazolone), [H-].[Na+] (sodium hydride), ice. Run in C(C)(=O)O (acetic acid), C(C)(=O)OCC (ethyl acetate), O1CCCC1 (tetrahydrofuran), CN1C(CCC1)=O (1-methyl-2-pyrrolidone). Conditions: time 15 hour. Yields the product FC1=C(C=CC(=C1)F)C([C@@H](C)N1C(N(C=C1)C1=CC=C(C=C1)OCC(C(F)F)(F)F)=O)=O (1-[(1R)-2-(2,4-difluorophenyl)-2-oxo-1-methylethyl]-3-[4-(2,2,3,3-tetrafluoropropoxy)phenyl]-2(1H,3H)-imidazolone). The yield is 38.5%. Reaction SMILES: [F:1][C:2]([F:20])([CH:17]([F:19])[F:18])[CH2:3][O:4][C:5]1[CH:10]=[CH:9][C:8]([N:11]2[CH:15]=[CH:14][NH:13][C:12]2=[O:16])=[CH:7][CH:6]=1.[H-].[Na+].[F:23][C:24]1[CH:29]=[C:28]([F:30])[CH:27]=[CH:26][C:25]=1[C:31](=[O:42])[C@@H:32](OS(C(F)(F)F)(=O)=O)[CH3:33]>CN1CCCC1=O.O1CCCC1.C(O)(=O)C.C(OCC)(=O)C>[F:23][C:24]1[CH:29]=[C:28]([F:30])[CH:27]=[CH:26][C:25]=1[C:31](=[O:42])[C@H:32]([N:13]1[CH:14]=[CH:15][N:11]([C:8]2[CH:9]=[CH:10][C:5]([O:4][CH2:3][C:2]([F:1])([F:20])[CH:17]([F:19])[F:18])=[CH:6][CH:7]=2)[C:12]1=[O:16])[CH3:33] |f:1.2|. Reported procedure: 1-[4-(2,2,3,3-Tetrafluoropropoxy)phenyl]-2(1H,3H)-imidazolone (6.58 g) was dissolved in 45 ml of 1-methyl-2-pyrrolidone, to which 0.86 g of 60% sodium hydride in oil was added. The mixture was stirred at room temperature for 15 hours. The ice-cooled mixture was added dropwise under nitrogen atmosphere over the period of 15 minutes to a solu- tion of 7.98 g of (2S)-2',4'-difluoro-2-trifluoromethanesulfonyloxypropiophenone in 150 ml of tetrahydrofuran which was cooled to -40° C. After the reaction... The reactants are O=C([O-])[O-], CC(=O)Nc1ccc(O)cc1, COc1ccc(CCl)c(OC)c1, [K+], [K+], CN(C)C=O. Yields the product COc1ccc(COc2ccc(NC(C)=O)cc2)c(OC)c1. RXN SMILES: [C:12](=[O:13])([O-:14])[O-:15].[C:1]([CH3:2])(=[O:3])[NH:4][c:5]1[cH:6][cH:7][c:8]([OH:11])[cH:9][cH:10]1.[CH3:18][O:19][c:20]1[c:21]([CH2:22][Cl:23])[cH:24][cH:25][c:26]([O:28][CH3:29])[cH:27]1.[K+:16].[K+:17].[O:30]=[CH:31][N:32]([CH3:33])[CH3:34]>>[C:1]([CH3:2])(=[O:3])[NH:4][c:5]1[cH:6][cH:7][c:8]([O:11][CH2:22][c:21]2[c:20]([O:19][CH3:18])[cH:27][c:26]([O:28][CH3:29])[cH:25][cH:24]2)[cH:9][cH:10]1. Reactants: BrC1=CC=C(C(=O)C2=CC=C(C=C2)Br)C=C1 (4,4′-dibromobenzophenone), triethyl phosphonoacetate, [H-].[Na+] (sodium hydride), C(C)(=O)OCC (ethyl acetate). The solvent is C1CCOC1 (THF), C1CCOC1 (THF), C1CCOC1 (THF), Cl (hydrochloric acid). Conditions: time 48 hour. Product: C(C)OC(C=C(C1=CC=C(C=C1)Br)C1=CC=C(C=C1)Br)=O (3,3-bis-(4-bromophenyl)-acrylic acid ethyl ester). Isolated yield 99.0%. As a reaction SMILES: [H-].[Na+].[Br:3][C:4]1[CH:18]=[CH:17][C:7]([C:8]([C:10]2[CH:15]=[CH:14][C:13]([Br:16])=[CH:12][CH:11]=2)=O)=[CH:6][CH:5]=1.[C:19]([O:22][CH2:23][CH3:24])(=[O:21])[CH3:20]>C1COCC1.Cl>[CH2:23]([O:22][C:19](=[O:21])[CH:20]=[C:8]([C:10]1[CH:15]=[CH:14][C:13]([Br:16])=[CH:12][CH:11]=1)[C:7]1[CH:17]=[CH:18][C:4]([Br:3])=[CH:5][CH:6]=1)[CH3:24] |f:0.1|. Procedure details: A solution of triethyl phosphonoacetate (26.8 g, 120.0 mmol) in dry THF (100 mL) was added at 0° C. over a period of 25 min. to a stirred suspension of sodium hydride (60% in oil, 4.8 g, 120.0 mmol) in dry THF (100 ml). After stirring at 0° C. for 30 min. a solution of 4,4′-dibromobenzophenone (20.4 g, 60.0 mmol) in dry THF (200 ml) was added and the mixture slowly warmed to room temperature, and stirring continued for 48 h. The reaction mixture was diluted with 1N hydrochloric acid (400 ml) and... The reactants are CNCC(O)c1cc(F)c(F)c(F)c1, CCN(C(C)C)C(C)C, Cc1c(CCl)sc2c(=O)c(C(=O)NCc3ccc(Cl)cc3)cn(C)c12, CN(C)C=O, O. Yields the product Cc1c(CN(C)CC(O)c2cc(F)c(F)c(F)c2)sc2c(=O)c(C(=O)NCc3ccc(Cl)cc3)cn(C)c12. As a reaction SMILES: [CH3:26][NH:27][CH2:28][CH:29]([OH:30])[c:31]1[cH:32][c:33]([F:39])[c:34]([F:38])[c:35]([F:37])[cH:36]1.[CH:40]([N:41]([CH:42]([CH3:43])[CH3:44])[CH2:45][CH3:46])([CH3:47])[CH3:48].[Cl:1][c:2]1[cH:3][cH:4][c:5]([CH2:6][NH:7][C:8](=[O:9])[c:10]2[c:11](=[O:23])[c:12]3[c:13]([n:14]([CH3:16])[cH:15]2)[c:17]([CH3:22])[c:18]([CH2:20][Cl:21])[s:19]3)[cH:24][cH:25]1.[O:49]=[CH:50][N:51]([CH3:52])[CH3:53].[OH2:54]>>[Cl:1][c:2]1[cH:3][cH:4][c:5]([CH2:6][NH:7][C:8](=[O:9])[c:10]2[c:11](=[O:23])[c:12]3[c:13]([n:14]([CH3:16])[cH:15]2)[c:17]([CH3:22])[c:18]([CH2:20][N:27]([CH3:26])[CH2:28][CH:29]([OH:30])[c:31]2[cH:32][c:33]([F:39])[c:34]([F:38])[c:35]([F:37])[cH:36]2)[s:19]3)[cH:24][cH:25]1.